Dataset: the Open Reaction Database (ORD), a public repository of structured organic reaction records. Task: describe an organic reaction: reactants, conditions, products, and yield Procedure: 2-(3-Imidazol-1-yl-[1,2,4]thiadiazol-5-yl)-pyrrolidine-1-carboxylic acid tert-butyl ester (359 mg, 1.01 mmol) was dissolved in dioxane (2 mL) and 6M HCl (aq) (2 mL). The reaction vessel was sealed and heated to 100° C. for 1 h. The reaction was allowed to return to room temperature while standing overnight. The reaction mixture was transferred to a separatory funnel and washed with 1M NaOH (30 mL). The aqueous layer was back extracted with DCM (50 mL). The organic layers were combined, dried ove... The reactants are C(C)(C)(C)OC(=O)N1C(CCC1)C1=NC(=NS1)N1C=NC=C1 (2-(3-Imidazol-1-yl-[1,2,4]thiadiazol-5-yl)-pyrrolidine-1-carboxylic acid tert-butyl ester). The product is N1(C=NC=C1)C1=NSC(=N1)C1NCCC1 (3-imidazol-1-yl-5-pyrrolidin-2-yl-[1,2,4]thiadiazole). Reaction SMILES: C(OC([N:8]1[CH2:12][CH2:11][CH2:10][CH:9]1[C:13]1[S:17][N:16]=[C:15]([N:18]2[CH:22]=[CH:21][N:20]=[CH:19]2)[N:14]=1)=O)(C)(C)C>O1CCOCC1.Cl>[N:18]1([C:15]2[N:14]=[C:13]([CH:9]3[CH2:10][CH2:11][CH2:12][NH:8]3)[S:17][N:16]=2)[CH:22]=[CH:21][N:20]=[CH:19]1. Conditions: temperature 100 celsius, time 8 hour. Solvent: O1CCOCC1 (dioxane), Cl (HCl). Isolated yield 80.1%. The reactants are Br.ClC1=CC=C(CC2C(N(CC3N2C(C(CN3S(=O)(=O)C3=C(C=C(C=C3)Cl)Cl)N)=O)C(C)C)=O)C=C1 (6-(4-chlorobenzyl)-1-(2,4-dichlorobenzenesulfonyl)-3-amino-8-isopropylhexahydropyrazino[1,2-a]pyrimidine-4,7-dione hydrobromide), C(CCC)O (1-butanol), C([O-])([O-])=O.[K+].[K+] (potassium carbonate), BrCCCCBr (1,4-dibromobutane). Run in O (water). Reaction conditions: temperature 90 celsius, time 16 hour. The product is ClC1=CC=C(CC2C(N(CC3N2C(C(CN3S(=O)(=O)C3=C(C=C(C=C3)Cl)Cl)N3CCCC3)=O)C(C)C)=O)C=C1 (6-(4-Chlorobenzyl)-1-(2,4-dichlorobenzenesulfonyl)-8-isopropyl-3-pyrrolidin-1-yl-hexahydropyrazino[1,2-a]pyrimidine-4,7-dione). RXN SMILES: Br.[Cl:2][C:3]1[CH:36]=[CH:35][C:6]([CH2:7][CH:8]2[N:13]3[C:14](=[O:30])[CH:15]([NH2:29])[CH2:16][N:17]([S:18]([C:21]4[CH:26]=[CH:25][C:24]([Cl:27])=[CH:23][C:22]=4[Cl:28])(=[O:20])=[O:19])[CH:12]3[CH2:11][N:10]([CH:31]([CH3:33])[CH3:32])[C:9]2=[O:34])=[CH:5][CH:4]=1.[CH2:37](O)[CH2:38][CH2:39][CH3:40].C(=O)([O-])[O-].[K+].[K+].BrCCCCBr>O>[Cl:2][C:3]1[CH:36]=[CH:35][C:6]([CH2:7][CH:8]2[N:13]3[C:14](=[O:30])[CH:15]([N:29]4[CH2:40][CH2:39][CH2:38][CH2:37]4)[CH2:16][N:17]([S:18]([C:21]4[CH:26]=[CH:25][C:24]([Cl:27])=[CH:23][C:22]=4[Cl:28])(=[O:20])=[O:19])[CH:12]3[CH2:11][N:10]([CH:31]([CH3:33])[CH3:32])[C:9]2=[O:34])=[CH:5][CH:4]=1 |f:0.1,3.4.5|. Procedure details: 32 mg of 6-(4-chlorobenzyl)-1-(2,4-dichlorobenzenesulfonyl)-3-amino-8-isopropylhexahydropyrazino[1,2-a]pyrimidine-4,7-dione hydrobromide (Example 2) were suspended in 1 ml of water, and 2 ml of 1-butanol were added. 1 mmol of potassium carbonate and 200 μl of 1,4-dibromobutane were added to this mixture. The reaction mixture was stirred at 90° C. for 16 hours and evaporated. The residue was suspended in 5% Et3N/ethyl acetate, filtered and evaporated. The pure title compound was removed after pur... The reactants are CCCCCC (hexane), O.C1(=CC=C(C=C1)S(=O)(=O)O)C (p-Toluenesulfonic acid monohydrate), O1C(CCCC1)OCC1=C(C(=O)O)C=C(C=C1)COC1OCCCC1 (2,5-bis[(tetrahydropyran-2-yl)oxymethyl]benzoic acid), C(C)(=O)OCC (ethyl acetate). Solvent: CO (methanol). Reaction conditions: time 2 hour. Yields the product OCC1=CC=C2COC(C2=C1)=O (6-(Hydroxymethyl)-1(3H)-isobenzofuranone). Isolated yield 77.1%. RXN SMILES: O.C1(C)C=CC(S(O)(=O)=O)=CC=1.O1CCCCC1O[CH2:20][C:21]1[CH:29]=[CH:28][C:27]([CH2:30][O:31]C2CCCCO2)=[CH:26][C:22]=1[C:23]([OH:25])=[O:24].C(OCC)(=O)C.CCCCCC>CO>[OH:31][CH2:30][C:27]1[CH:26]=[C:22]2[C:21]([CH2:20][O:24][C:23]2=[O:25])=[CH:29][CH:28]=1 |f:0.1|. Procedure: p-Toluenesulfonic acid monohydrate (103.0 mg, 0.54 mmol) was added to a solution of 2,5-bis[(tetrahydropyran-2-yl)oxymethyl]benzoic acid (1.62 g, 4.64 mmol) obtained from Example 1-(3) in methanol (30 ml), and the mixture was stirred at room temperature for 2 hours. The resulting solution was concentrated under reduced pressure to afford a solid residue. This residue was subjected to chromatography on a silica gel (50 g) column (eluent; ethyl acetate:hexane=1:1˜1:0) to give the title compound (5... Starting materials: CN(CCN(C)C)C (N,N,N',N'-tetramethylethylenediamine), C(C)(CC)[Li] (s-butyllithium), C(C)(C)C1=C(C(=O)N(CC)CC)C=CC=C1 (2-isopropyl-N,N-diethylbenzamide), N (ammonia), N (ammonia), S(=O)=O (sulfur dioxide). Run in CCOCC (ether), O1CCCC1 (tetrahydrofuran), CCOCC (ether), O1CCCC1 (tetrahydrofuran), CCOCC (ether). Reaction conditions: temperature -70 celsius, time 30 minute. Product: NS(=O)(=O)C1=C(C(=O)N(CC)CC)C(=CC=C1)C(C)C (2-aminosulfonyl-6-isopropyl-N,N-diethylbenzamide). The yield is 90.0%. Reaction SMILES: CN(C)CCN(C)C.C([Li])(CC)C.[CH:14]([C:17]1[CH:29]=[CH:28][CH:27]=[CH:26][C:18]=1[C:19]([N:21]([CH2:24][CH3:25])[CH2:22][CH3:23])=[O:20])([CH3:16])[CH3:15].[S:30](=[O:32])=[O:31].[NH3:33]>CCOCC.O1CCCC1>[NH2:33][S:30]([C:26]1[CH:27]=[CH:28][CH:29]=[C:17]([CH:14]([CH3:16])[CH3:15])[C:18]=1[C:19]([N:21]([CH2:24][CH3:25])[CH2:22][CH3:23])=[O:20])(=[O:32])=[O:31]. Reported procedure: To a solution of N,N,N',N'-tetramethylethylenediamine (25.5 g) in anhydrous ether (600 mL) was added s-butyllithium (1.3M, 170 mL) and the mixture was cooled to -70° C. under nitrogen. A solution of 2-isopropyl-N,N-diethylbenzamide (44 g) in anhydrous ether (300 mL) was added dropwise over 20 minutes. The temperature was maintained at or below -60° C. during the addition. After the addition the mixture was stirred at -70° C. for 30 minutes, allowed to warm to -50° C. during 30 minutes, held at -... Starting materials: C1(=CC=CC=C1)C(=O)OCC1CN(CCO1)C(=O)OC(C)(C)C (1,1-dimethylethyl 2-{[(phenylcarbonyl)oxy]methyl}-4-morpholinecarboxylate), [OH-].[Na+] (NaOH). Run in CO (methanol). Yields the product OCC1CN(CCO1)C(=O)OC(C)(C)C (1,1-Dimethylethyl 2-(hydroxymethyl)-4-morpholinecarboxylate). Reaction SMILES: C1(C([O:9][CH2:10][CH:11]2[O:16][CH2:15][CH2:14][N:13]([C:17]([O:19][C:20]([CH3:23])([CH3:22])[CH3:21])=[O:18])[CH2:12]2)=O)C=CC=CC=1.[OH-].[Na+]>CO>[OH:9][CH2:10][CH:11]1[O:16][CH2:15][CH2:14][N:13]([C:17]([O:19][C:20]([CH3:23])([CH3:22])[CH3:21])=[O:18])[CH2:12]1 |f:1.2|. Reported procedure: A solution of 1,1-dimethylethyl 2-{[(phenylcarbonyl)oxy]methyl}-4-morpholinecarboxylate (enantiomer E2) (1.08 g, 3.36 mmol) in methanol (30 mL) with 6N NaOH (5.6 mL. 33.6 mmol) was stirred at room temperature for 2 h. The methanol was removed under reduced pressure and the resulting mixture was partitioned between ethyl acetate and water. The organic extract was washed with brine, dried over sodium sulfate and solvent removed under reduced pressure to give the desired compound. 1H NMR (400 MHz, ... Reactants: CN(C)C=O, Clc1cccc(Cl)n1, [H-], [Na+], OCc1ccccc1. Product: Clc1cccc(OCc2ccccc2)n1. As a reaction SMILES: [CH3:19][N:20]([CH3:21])[CH:22]=[O:23].[Cl:9][c:10]1[n:11][c:12]([Cl:16])[cH:13][cH:14][cH:15]1.[H-:17].[Na+:18].[OH:1][CH2:2][c:3]1[cH:4][cH:5][cH:6][cH:7][cH:8]1>>[O:1]([CH2:2][c:3]1[cH:4][cH:5][cH:6][cH:7][cH:8]1)[c:12]1[n:11][c:10]([Cl:9])[cH:15][cH:14][cH:13]1.